Task: describe an organic reaction: reactants, conditions, products, and yield. Dataset: the Open Reaction Database (ORD), a public repository of structured organic reaction records The reactants are C(\C=C\C(=O)O)(=O)O.C(\C=C\C(=O)O)(=O)O.C1(=CC=CC=C1)C(OC1CCN(CC1)CCCNC=1C=CC=2N(N1)C=C(N2)C(C(=O)OCC)(C)C)C2=CC=CC=C2 (Ethyl 2-[6-[3-[4-(Diphenylmethoxy)piperidino]propylamino]imidazo[1,2-b]pyridazin-2-yl]-2-methylpropionate Difumarate), O.C(CC(O)(C(=O)O)CC(=O)O)(=O)O (citric acid monohydrate). Solvent: C(C)O (ethanol). Yields the product C(CC(O)(C(=O)O)CC(=O)O)(=O)O.C1(=CC=CC=C1)C(OC1CCN(CC1)CCCNC=1C=CC=2N(N1)C=C(N2)C(C(=O)OCC)(C)C)C2=CC=CC=C2 (Ethyl 2-[6-[3-[4-(Diphenylmethoxy)piperidino]propylamino]imidazo[1,2-b]pyridazin-2-yl)-2-methylpropionate Citrate). Yield: 127.0%. Reaction SMILES: C(O)(=O)/C=C/C(O)=O.C(O)(=O)/C=C/C(O)=O.[C:17]1([CH:23]([C:52]2[CH:57]=[CH:56][CH:55]=[CH:54][CH:53]=2)[O:24][CH:25]2[CH2:30][CH2:29][N:28]([CH2:31][CH2:32][CH2:33][NH:34][C:35]3[CH:36]=[CH:37][C:38]4[N:39]([CH:41]=[C:42]([C:44]([CH3:51])([CH3:50])[C:45]([O:47][CH2:48][CH3:49])=[O:46])[N:43]=4)[N:40]=3)[CH2:27][CH2:26]2)[CH:22]=[CH:21][CH:20]=[CH:19][CH:18]=1.O.[C:59]([OH:71])(=[O:70])[CH2:60][C:61]([CH2:66][C:67]([OH:69])=[O:68])([C:63]([OH:65])=[O:64])[OH:62]>C(O)C>[C:59]([OH:71])(=[O:70])[CH2:60][C:61]([CH2:66][C:67]([OH:69])=[O:68])([C:63]([OH:65])=[O:64])[OH:62].[C:52]1([CH:23]([C:17]2[CH:22]=[CH:21][CH:20]=[CH:19][CH:18]=2)[O:24][CH:25]2[CH2:26][CH2:27][N:28]([CH2:31][CH2:32][CH2:33][NH:34][C:35]3[CH:36]=[CH:37][C:38]4[N:39]([CH:41]=[C:42]([C:44]([CH3:51])([CH3:50])[C:45]([O:47][CH2:48][CH3:49])=[O:46])[N:43]=4)[N:40]=3)[CH2:29][CH2:30]2)[CH:57]=[CH:56][CH:55]=[CH:54][CH:53]=1 |f:0.1.2,3.4,6.7|. Procedure: In 8 mL of ethanol, 1.667 g of the ethyl 2-[6-[3-[4-(diphenylmethoxy)piperidino]propylamino]imidazo[1,2-b]pyridazin-2-yl]-2-methylpropionate synthesized in Example 40A was dissolved, and 0.631 g of citric acid monohydrate was added thereto and dissolved under heating, followed by concentration under reduced pressure. To the residue was added 23 mL of ethyl acetate, and the crystals formed were collected by filtration and washed with 12 mL of ethyl acetate. To the crystals was added 30 mL of meth... Starting materials: Cc1cnc2c(c1)CCCC2, CC(=O)OC(C)=O, COc1cccc(C=O)c1O. Yields the product COc1cccc(C=C2CCCc3cc(C)cnc32)c1O. As a reaction SMILES: [CH3:1][c:2]1[cH:3][n:4][c:5]2[c:10]([cH:11]1)[CH2:9][CH2:8][CH2:7][CH2:6]2.[CH3:23][C:24]([O:25][C:26](=[O:27])[CH3:28])=[O:29].[O:12]=[CH:13][c:14]1[c:15]([OH:16])[c:17]([O:18][CH3:19])[cH:20][cH:21][cH:22]1>>[CH3:1][c:2]1[cH:3][n:4][c:5]2[c:10]([cH:11]1)[CH2:9][CH2:8][CH2:7][C:6]2=[CH:13][c:14]1[c:15]([OH:16])[c:17]([O:18][CH3:19])[cH:20][cH:21][cH:22]1. The reactants are C(#C)C=1C=C2C(CCC(C2=CC1)=O)(C)C (6-ethynyl-3,4-dihydro-4,4-dimethylnaphthalen-1(2H)-one), C(#C)C=1C=C2C(CCC(C2=CC1)=O)(C)C (6-ethynyl-3,4-dihydro-4,4-dimethylnaphthalen-1(2H)-one), BrC1=CC=C2CCCC(C2=C1)(C)C (7-bromo-1,1-dimethyl-1,2,3,4-tetrahydronaphthalene). Yields the product C(#C)C1=CC=C2CCCC(C2=C1)(C)C (7-Ethynyl-1,2,3,4-tetrahydro-1,1-dimethylnaphthalene). Reaction SMILES: [C:1]([C:3]1[CH:4]=[C:5]2[C:10](=[CH:11][CH:12]=1)[C:9](=O)[CH2:8][CH2:7][C:6]2([CH3:15])[CH3:14])#[CH:2].BrC1C=C2C(CCCC2(C)C)=CC=1>>[C:1]([C:3]1[CH:4]=[C:5]2[C:10]([CH2:9][CH2:8][CH2:7][C:6]2([CH3:15])[CH3:14])=[CH:11][CH:12]=1)#[CH:2]. Procedure details: Employing the same general procedure as for the preparation of 6-ethynyl-3,4-dihydro-4,4-dimethylnaphthalen-1(2H)-one (Compound K), 2.1 g (8.8 mmol) of 7-bromo-1,1-dimethyl-1,2,3,4-tetrahydronaphthalene was converted into the title compound using 10 ml (93.9 mmol) of trimethylsilyl acetylene, 1.25 g (1.8 mmol) of bis(triphenylphosphine)palladium(II) chloride, 0.53 g (2.8 mmol) of cuprous iodide and 10 ml (20.0 mmol) of K2CO3 (2M solution in methanol). Starting materials: C(#N)C1=C(C=C(C=C1)N(CC(=O)O)CC(F)(F)F)C(F)(F)F (N-[4-cyano-3-(trifluoromethyl)phenyl]-N-(2,2,2-trifluoroethyl)glycine), C(C)(C)O (isopropanol). Product: C(#N)C1=C(C=C(C=C1)N(CC(=O)OC(C)C)CC(F)(F)F)C(F)(F)F (1-Methylethyl N-[4-cyano-3-(trifluoromethyl)phenyl]-N-(2,2,2-trifluoroethyl)glycinate). As a reaction SMILES: [C:1]([C:3]1[CH:8]=[CH:7][C:6]([N:9]([CH2:14][C:15]([F:18])([F:17])[F:16])[CH2:10][C:11]([OH:13])=[O:12])=[CH:5][C:4]=1[C:19]([F:22])([F:21])[F:20])#[N:2].[CH:23](O)([CH3:25])[CH3:24]>>[C:1]([C:3]1[CH:8]=[CH:7][C:6]([N:9]([CH2:14][C:15]([F:16])([F:17])[F:18])[CH2:10][C:11]([O:13][CH:23]([CH3:25])[CH3:24])=[O:12])=[CH:5][C:4]=1[C:19]([F:21])([F:20])[F:22])#[N:2]. Procedure: Synthesized according to example 3 N-[4-cyano-3-(trifluoromethyl)phenyl]-N-(2,2,2-trifluoroethyl)glycine and isopropanol: 1H NMR (300 MHz, CD3OD) δ 7.81-7.73 (m, 1H), 7.17-7.09 (m, 2H), 5.04 (sept, J=6.3 Hz, 1H), 4.38 (s, 2H, overlapped with 4.35), 4.35 (q, J=9.0 Hz, overlapped with 4.38, 2H), 1.23 (d, J=6.1 Hz, 6H). Reactants: C=O, CO, [Cs+], [I-], O=[N+]([O-])c1ccccc1, Cl[Pd]Cl, O=C(Nc1ccccc1)Nc1ccccc1. Product: COC(=O)Nc1ccccc1. As a reaction SMILES: [C:28]=[O:29].[CH3:30][OH:31].[Cs+:27].[I-:26].[O-:17][N+:18](=[O:19])[c:20]1[cH:21][cH:22][cH:23][cH:24][cH:25]1.[Pd:32]([Cl:33])[Cl:34].[c:1]1([NH:2][C:8]([NH:3][c:4]2[cH:5][cH:6][cH:7][cH:10][cH:11]2)=[O:9])[cH:12][cH:13][cH:14][cH:15][cH:16]1>>[C:8](=[O:9])([NH:18][c:20]1[cH:21][cH:22][cH:23][cH:24][cH:25]1)[O:31][CH3:30]. The reactants are O=[N+]([O-])[O-].[O-][N+]([O-])=O.[O-][N+]([O-])=O.[O-][N+]([O-])=O.[O-][N+]([O-])=O.[O-][N+]([O-])=O.[Ce+4].[NH4+].[NH4+] (CAN), C(C)#N (acetonitrile), C(C)OC(=O)C1(CC2=C(C(=C(C(=C2C1)OC)OC)OC)OC)CCCCCCCC(=O)OCC (ethyl 8-(2-ethoxycarbonyl-4,5,6,7-tetramethoxyindan-2-yl)octanoate). Solvent: O (water), O (water). Conditions: time 15 minute. The product is C(C)OC(=O)C1(CC=2C(C(=C(C(C2C1)=O)OC)OC)=O)CCCCCCCC(=O)OCC (Ethyl 8-(2-ethoxycarbonyl-5,6-dimethoxy-4,7-dioxoindan-2-yl)octanoate). The yield is 73.6%. Reaction SMILES: O=[N+]([O-])[O-].[O-][N+](=O)[O-].[O-][N+](=O)[O-].[O-][N+](=O)[O-].[O-][N+](=O)[O-].[O-][N+](=O)[O-].[Ce+4].[NH4+].[NH4+].C(#N)C.[CH2:31]([O:33][C:34]([C:36]1([CH2:53][CH2:54][CH2:55][CH2:56][CH2:57][CH2:58][CH2:59][C:60]([O:62][CH2:63][CH3:64])=[O:61])[CH2:44][C:43]2[C:38](=[C:39]([O:51]C)[C:40]([O:49][CH3:50])=[C:41]([O:47][CH3:48])[C:42]=2[O:45]C)[CH2:37]1)=[O:35])[CH3:32]>O>[CH2:31]([O:33][C:34]([C:36]1([CH2:53][CH2:54][CH2:55][CH2:56][CH2:57][CH2:58][CH2:59][C:60]([O:62][CH2:63][CH3:64])=[O:61])[CH2:37][C:38]2[C:39](=[O:51])[C:40]([O:49][CH3:50])=[C:41]([O:47][CH3:48])[C:42](=[O:45])[C:43]=2[CH2:44]1)=[O:35])[CH3:32] |f:0.1.2.3.4.5.6.7.8|. Procedure: A water (1 ml) solution of CAN (342 mg, 0.624 mmols) was dropwise added to an acetonitrile (2 ml) solution of ethyl 8-(2-ethoxycarbonyl-4,5,6,7-tetramethoxyindan-2-yl)octanoate (100 mg, 0.208 mmols), with cooling with ice. The reaction mixture was stirred for 15 minutes and water was added thereto, which was then extracted with ethyl acetate. The organic layer was washed with a saturated aqueous sodium chloride solution and then dried. The solvent was evaporated in vacuo, and the resulting crude...